From a dataset of the Open Reaction Database (ORD), a public repository of structured organic reaction records. describe an organic reaction: reactants, conditions, products, and yield The reactants are ClC=1N=NC(=CC1C)C=1C=C(C=CC1)C(F)(F)F (3-chloro-4-methyl-6-(α,α,α-trifluoro-m-tolyl)pyridazine), [NH4+].[OH-] (NH4OH). The reagents and catalysts are [Pd] (palladium on carbon). Solvent: CO (MeOH). Product: CC=1C=C(N=NC1)C=1C=C(C=CC1)C(F)(F)F (5-methyl-3(α,α,α-trifluoro-m-tolyl)pyridazine). Yield: 78.5%. RXN SMILES: Cl[C:2]1[N:3]=[N:4][C:5]([C:9]2[CH:10]=[C:11]([C:15]([F:18])([F:17])[F:16])[CH:12]=[CH:13][CH:14]=2)=[CH:6][C:7]=1[CH3:8].[NH4+].[OH-]>[Pd].CO>[CH3:8][C:7]1[CH:6]=[C:5]([C:9]2[CH:10]=[C:11]([C:15]([F:17])([F:16])[F:18])[CH:12]=[CH:13][CH:14]=2)[N:4]=[N:3][CH:2]=1 |f:1.2|. Procedure details: To 3-chloro-4-methyl-6-(α,α,α-trifluoro-m-tolyl)pyridazine(7 g) is added 10% palladium on carbon catalyst (0.7 g) and 300 mL of MeOH containing 30 mL of concentrated NH4OH. The mixture is shaken with H2 until the uptake of H2 ceases. The mixture is filtered to remove catalyst and concentrated in vacuo and then diluted with CH2Cl2 /H2O. The organic phase is washed with water and dried over MgSO4 to yield a solid which, on recrystallization from Et2O, gives 4.8 g (78%) of an off-white solid with a... Reactants: CO, Cl, [Na+], [OH-], COC(=O)c1c[nH]c(C(=O)Cc2ccccc2)c1. Yields the product O=C(O)c1c[nH]c(C(=O)Cc2ccccc2)c1. Reaction SMILES: [CH3:22][OH:23].[ClH:21].[Na+:20].[OH-:19].[c:1]1([CH2:7][C:8](=[O:9])[c:10]2[cH:11][c:12]([C:15](=[O:16])[O:17][CH3:18])[cH:13][nH:14]2)[cH:2][cH:3][cH:4][cH:5][cH:6]1>>[c:1]1([CH2:7][C:8](=[O:9])[c:10]2[cH:11][c:12]([C:15](=[O:16])[OH:17])[cH:13][nH:14]2)[cH:2][cH:3][cH:4][cH:5][cH:6]1. Reactants: C1(CCCC1)OC=1C=C(C(=O)OC)C=CC1OCC1=CC=CC=C1 (methyl 3-cyclopentyloxy-4-benzyloxybenzoate), C(=O)[O-].[NH4+] (ammonium formate). The reagents and catalysts are [Pd] (palladium on charcoal). Run in CO (methanol). Yields the product C1(CCCC1)OC=1C=C(C(=O)OC)C=CC1O (methyl 3-cyclopentyloxy-4-hydroxybenzoate). RXN SMILES: [CH:1]1([O:6][C:7]2[CH:8]=[C:9]([CH:14]=[CH:15][C:16]=2[O:17]CC2C=CC=CC=2)[C:10]([O:12][CH3:13])=[O:11])[CH2:5][CH2:4][CH2:3][CH2:2]1.C([O-])=O.[NH4+]>CO.[Pd]>[CH:1]1([O:6][C:7]2[CH:8]=[C:9]([CH:14]=[CH:15][C:16]=2[OH:17])[C:10]([O:12][CH3:13])=[O:11])[CH2:2][CH2:3][CH2:4][CH2:5]1 |f:1.2|. Procedure: A solution of methyl 3-cyclopentyloxy-4-benzyloxybenzoate (2.64 g; that is prepared as described in Reference Example 39) in methanol (120 mL) is treated with palladium on charcoal (5%,0.5 g) and ammonium formate (2.0 g) and heated at reflux for 45 minutes. The catalyst is filtered off through a pad of diatomaceous earth and washed with methanol. The filtrate and washings are evaporated under reduced pressure, and the resulting residue is subjected to flash chromatography on silica gel using a m...